This data is from the Open Reaction Database (ORD), a public repository of structured organic reaction records. The task is: describe an organic reaction: reactants, conditions, products, and yield The reactants are [N+](=O)([O-])C=1C=C(CN)C=CC1 (3-nitrobenzylamine), ClC=1C2=C(N=C(N1)C1=CC=NC=C1)SC(=C2)CC (4-chloro-2-(pyridin-4-yl)-6-ethyl-thieno-[2,3-d]-pyrimidine). Product: N1=CC=C(C=C1)C=1N=C(C2=C(N1)SC(=C2)CC)NCC2=CC(=CC=C2)[N+](=O)[O-] (2-(pyridin-4-yl)-4-(3-nitrobenzylamino)-6-ethyl-thieno-[2,3-d]-pyrimidine). Reaction SMILES: [N+:1]([C:4]1[CH:5]=[C:6]([CH:9]=[CH:10][CH:11]=1)[CH2:7][NH2:8])([O-:3])=[O:2].Cl[C:13]1[C:14]2[CH:27]=[C:26]([CH2:28][CH3:29])[S:25][C:15]=2[N:16]=[C:17]([C:19]2[CH:24]=[CH:23][N:22]=[CH:21][CH:20]=2)[N:18]=1>>[N:22]1[CH:21]=[CH:20][C:19]([C:17]2[N:18]=[C:13]([NH:8][CH2:7][C:6]3[CH:9]=[CH:10][CH:11]=[C:4]([N+:1]([O-:3])=[O:2])[CH:5]=3)[C:14]3[CH:27]=[C:26]([CH2:28][CH3:29])[S:25][C:15]=3[N:16]=2)=[CH:24][CH:23]=1. Reported procedure: With the procedure of Example 1, the reaction of 3-nitrobenzylamine with 4-chloro-2-(pyridin-4-yl)-6-ethyl-thieno-[2,3-d]-pyrimidine yields 2-(pyridin-4-yl)-4-(3-nitrobenzylamino)-6-ethyl-thieno-[2,3-d]-pyrimidine. Reactants: ClC1=CC=NC2=CC(=C(C=C12)C(=O)OC)OC (methyl 4-chloro-7-methoxyquinoline-6-carboxylate), Cl (hydrochloric acid). Solvent: O (water). Conditions: temperature 90 celsius. Yields the product Cl.ClC1=CC=NC2=CC(=C(C=C12)C(=O)O)OC (4-chloro-7-methoxyquinoline-6-carboxylic acid hydrochloride). Isolated yield 171.4%. As a reaction SMILES: [Cl:1][C:2]1[C:11]2[C:6](=[CH:7][C:8]([O:16][CH3:17])=[C:9]([C:12]([O:14]C)=[O:13])[CH:10]=2)[N:5]=[CH:4][CH:3]=1.Cl>O>[ClH:1].[Cl:1][C:2]1[C:11]2[C:6](=[CH:7][C:8]([O:16][CH3:17])=[C:9]([C:12]([OH:14])=[O:13])[CH:10]=2)[N:5]=[CH:4][CH:3]=1 |f:3.4|. Procedure: A mixture of methyl 4-chloro-7-methoxyquinoline-6-carboxylate (3 g) and concentrated aqueous hydrochloric acid (36%; 75 ml) was stirred and heated to 90° C. for 45 minutes. The mixture was allowed to cool to ambient temperature, poured into water (150 ml) and washed with methylene chloride. Evaporation of the aqueous phase gave 4-chloro-7-methoxyquinoline-6-carboxylic acid hydrochloride (2.8 g); NMR Spectrum: (DMSOd6) 3.98 (s, 3H), 7.6 (s, 1H), 7.7 (d, 1H), 8.4 (s, 1H), 8.86 (d, 1H). Reactants: C(C)(=O)C1=CC=C(C(=O)OC)C=C1 (methyl 4-acetylbenzoate), CN(C)C(OC)OC (DMF-DMA). Conditions: temperature 105 celsius. Product: CN(/C=C/C(=O)C1=CC=C(C(=O)OC)C=C1)C ((E)-methyl 4-(3-(dimethylamino)acryloyl)benzoate). As a reaction SMILES: [C:1]([C:4]1[CH:13]=[CH:12][C:7]([C:8]([O:10][CH3:11])=[O:9])=[CH:6][CH:5]=1)(=[O:3])[CH3:2].[CH3:14][N:15]([CH:17](OC)OC)[CH3:16]>>[CH3:14][N:15]([CH3:17])/[CH:16]=[CH:2]/[C:1]([C:4]1[CH:13]=[CH:12][C:7]([C:8]([O:10][CH3:11])=[O:9])=[CH:6][CH:5]=1)=[O:3]. Procedure: A mixture of methyl 4-acetylbenzoate (5.00 g, 28.1 mmol) in DMF-DMA (38 mL, 284 mmol) was heated at 105° C. for 20 hours. The reaction was cooled, concentrated, and used crude in the next reaction. The reactants are COC1=C(C=C(C=C1)OC)C(C1=C(N=C2N1C=CC=C2)CN(C(=O)C2=C(C(=C(C=C2)OC)OC)Cl)CCC(C)C)O[Si](C(C)(C)C)(C)C (N-({3-[(2,5-dimethoxyphenyl) (1,1,2,2-tetramethyl-1-silapropoxy)methyl](imidazolo[1,2-a]pyridin-2-yl)}methyl) (2-chloro-3,4-dimethoxyphenyl)-N-(3-methylbutyl)carboxamide), [F-] (fluoride). The solvent is C1CCOC1 (THF), C1CCOC1 (THF), C(=O)(O)[O-].[Na+] (NaHCO3). Run at time 1 hour. Product: COC1=C(C=C(C=C1)OC)C(C1=C(N=C2N1C=CC=C2)CN(C(=O)C2=C(C(=C(C=C2)OC)OC)Cl)CCC(C)C)O (N-({3-[(2,5-dimethoxyphenyl)hydroxymethyl](imidazolo[1,2-a]pyridin-2-yl)}methyl)(2-chloro-3,4-dimethoxyphenyl)-N-(3-methylbutyl)carboxamide). RXN SMILES: [CH3:1][O:2][C:3]1[CH:8]=[CH:7][C:6]([O:9][CH3:10])=[CH:5][C:4]=1[CH:11]([O:41][Si](C)(C)C(C)(C)C)[C:12]1[N:16]2[CH:17]=[CH:18][CH:19]=[CH:20][C:15]2=[N:14][C:13]=1[CH2:21][N:22]([CH2:36][CH2:37][CH:38]([CH3:40])[CH3:39])[C:23]([C:25]1[CH:30]=[CH:29][C:28]([O:31][CH3:32])=[C:27]([O:33][CH3:34])[C:26]=1[Cl:35])=[O:24].[F-]>C1COCC1.C([O-])(O)=O.[Na+]>[CH3:1][O:2][C:3]1[CH:8]=[CH:7][C:6]([O:9][CH3:10])=[CH:5][C:4]=1[CH:11]([OH:41])[C:12]1[N:16]2[CH:17]=[CH:18][CH:19]=[CH:20][C:15]2=[N:14][C:13]=1[CH2:21][N:22]([CH2:36][CH2:37][CH:38]([CH3:39])[CH3:40])[C:23]([C:25]1[CH:30]=[CH:29][C:28]([O:31][CH3:32])=[C:27]([O:33][CH3:34])[C:26]=1[Cl:35])=[O:24] |f:3.4|. Procedure: A solution of 390 mg (0.56 mmol) of N-({3-[(2,5-dimethoxyphenyl) (1,1,2,2-tetramethyl-1-silapropoxy)methyl](imidazolo[1,2-a]pyridin-2-yl)}methyl) (2-chloro-3,4-dimethoxyphenyl)-N-(3-methylbutyl)carboxamide in 12 mL THF is treated with 0.70 mL (0.7 mmol) 1M tetabutylammonium fluoride in THF. The mixture is stirred at room temperature for 1 hr, diluted with 15 mL sat. NaHCO3 and extracted with 3×15 mL ether. The combined organics are washed with 25 mL water and 25 mL brine. The resulting organic l... Starting materials: CO, CC(C)(O)CC(NS(=O)C(C)(C)C)C1CC1, Cl, C1COCCO1. Product: CC(C)(O)CC([NH3+])C1CC1, [Cl-]. As a reaction SMILES: [CH3:24][OH:25].[CH:1]1([CH:4]([CH2:5][C:6]([CH3:7])([CH3:8])[OH:9])[NH:10][S:11]([C:12]([CH3:13])([CH3:14])[CH3:15])=[O:16])[CH2:2][CH2:3]1.[ClH:17].[O:18]1[CH2:19][CH2:20][O:21][CH2:22][CH2:23]1>>[CH:1]1([CH:4]([CH2:5][C:6]([CH3:7])([CH3:8])[OH:9])[NH3+:10])[CH2:2][CH2:3]1.[Cl-:17]. Starting materials: solid, Cl.Cl.O1CCC2=C1C=CC=C2C2CCN(CC2)CC[C@@H]2CC[C@H](CC2)N (trans-4-{2-[4-(2,3-dihydro-benzofuran-4-yl)-piperidin-1-yl]-ethyl}-cyclohexylamine dihydrochloride), Cl.Cl.O1CCC2=C1C=CC=C2C2CCN(CC2)CC[C@@H]2CC[C@H](CC2)N (trans-4-{2-[4-(2,3-dihydro-benzofuran-4-yl)-piperidin-1-yl]-ethyl}-cyclohexylamine dihydrochloride), C(#N)CC(=O)O (2-cyano-acetic acid). Product: C(#N)CC(=O)N[C@@H]1CC[C@H](CC1)CCN1CCC(CC1)C1=CC=CC2=C1CCO2 (trans-2-Cyano-N-(4-{2-[4-(2,3-dihydro-benzofuran-4-yl)-piperidin-1-yl]-ethyl}-cyclohexyl)-acetamide). Reaction SMILES: Cl.Cl.[O:3]1[C:7]2[CH:8]=[CH:9][CH:10]=[C:11]([CH:12]3[CH2:17][CH2:16][N:15]([CH2:18][CH2:19][C@H:20]4[CH2:25][CH2:24][C@H:23]([NH2:26])[CH2:22][CH2:21]4)[CH2:14][CH2:13]3)[C:6]=2[CH2:5][CH2:4]1.[C:27]([CH2:29][C:30](O)=[O:31])#[N:28]>>[C:27]([CH2:29][C:30]([NH:26][C@H:23]1[CH2:22][CH2:21][C@H:20]([CH2:19][CH2:18][N:15]2[CH2:16][CH2:17][CH:12]([C:11]3[C:6]4[CH2:5][CH2:4][O:3][C:7]=4[CH:8]=[CH:9][CH:10]=3)[CH2:13][CH2:14]2)[CH2:25][CH2:24]1)=[O:31])#[N:28] |f:0.1.2|. Procedure: The title compound, light yellow solid (75 mg, 76%), MS (ISP) m/z=396.3 [(M+H)+], mp 194° C., was prepared in accordance with the general method of example 1 from trans-4-{2-[4-(2,3-dihydro-benzofuran-4-yl)-piperidin-1-yl]-ethyl}-cyclohexylamine dihydrochloride (intermediate B) (100 mg, 0.25 mmol) and 2-cyano-acetic acid. Reported procedure: A suspension of diethyl (3-fluoro-2-nitrophenyl)propanedioate (5.50 g, 18.3 mmol) in 40 mL of water was added 40 mL of concentrated hydrochloric acid and the mixture was refluxed for 5 hours. Cooled to room temperature, the mixture was extracted with EtOAc, dried over anhydrous sodium sulfate and concentrated to get crude (3-fluoro-2-nitrophenyl)acetic acid, which was used for next step without purification. Yields the product FC=1C(=C(C=CC1)CC(=O)O)[N+](=O)[O-] ((3-fluoro-2-nitrophenyl)acetic acid). Reactants: FC=1C(=C(C=CC1)C(C(=O)OCC)C(=O)OCC)[N+](=O)[O-] (diethyl (3-fluoro-2-nitrophenyl)propanedioate), Cl (hydrochloric acid). Reaction SMILES: [F:1][C:2]1[C:3]([N+:19]([O-:21])=[O:20])=[C:4]([CH:8](C(OCC)=O)[C:9]([O:11]CC)=[O:10])[CH:5]=[CH:6][CH:7]=1.Cl>O>[F:1][C:2]1[C:3]([N+:19]([O-:21])=[O:20])=[C:4]([CH2:8][C:9]([OH:11])=[O:10])[CH:5]=[CH:6][CH:7]=1. The solvent is O (water). Starting materials: O=N[O-], COc1c(N)cc(Cl)cc1Br, [Na+], O, O, Cl[Sn]Cl. Product: COc1c(Br)cc(Cl)cc1NN. RXN SMILES: [N:12]([O-:13])=[O:14].[NH2:1][c:2]1[c:3]([O:10][CH3:11])[c:4]([Br:9])[cH:5][c:6]([Cl:8])[cH:7]1.[Na+:15].[OH2:16].[OH2:17].[Sn:18]([Cl:19])[Cl:20]>>[NH:1]([c:2]1[c:3]([O:10][CH3:11])[c:4]([Br:9])[cH:5][c:6]([Cl:8])[cH:7]1)[NH2:12]. The reactants are [H-].[Na+] (sodium hydride), C1C(O1)CO (glycidol), C(C)S(=O)C=1SC(=CN1)C(=O)NCCCCC#C (2-ethylsulfinyl-5-(hex-5-ynylaminocarbonyl)thiazole). Run in O1CCCC1 (tetrahydrofuran). Run at temperature -5 celsius. Product: O1CC1COC=1SC(=CN1)C(=O)NCCCCC#C (1,2-epoxy-3-[5-(hex-5-ynylaminocarbonyl)thiazol-2-yloxy]propane). As a reaction SMILES: [H-].[Na+].[CH2:3]1[O:5][CH:4]1[CH2:6][OH:7].C(S([C:12]1[S:13][C:14]([C:17]([NH:19][CH2:20][CH2:21][CH2:22][CH2:23][C:24]#[CH:25])=[O:18])=[CH:15][N:16]=1)=O)C>O1CCCC1>[O:5]1[CH:4]([CH2:6][O:7][C:12]2[S:13][C:14]([C:17]([NH:19][CH2:20][CH2:21][CH2:22][CH2:23][C:24]#[CH:25])=[O:18])=[CH:15][N:16]=2)[CH2:3]1 |f:0.1|. Reported procedure: In this preparation 0.0525 mole of sodium hydride in a 50% mineral oil mixture is stirred in 300 ml. of anhydrous tetrahydrofuran, under nitrogen, then cooled to -30° C and 0.055 mole glycidol is added dropwise. The mixture is allowed to warm -5° C and stirred for 10 minutes and then recooled to -30° C. A solution of 0.05 mole of 2-ethylsulfinyl-5-(hex-5-ynylaminocarbonyl)thiazole in 100 ml. of anhydrous tetradrofuran is added dropwise and the resulting solvent is added as needed to facilitate s...